Dataset: the Open Reaction Database (ORD), a public repository of structured organic reaction records. Task: describe an organic reaction: reactants, conditions, products, and yield Reactants: CO (methanol), NC1=NC=2C=CC(=CC2C2=C1N=CN2CC(C)C)/C=C/CN2C(CCC2)=O (1-{(2E)-3-[4-amino-1-(2-methylpropyl)-1H-imidazo[4,5-c]quinolin-8-yl]prop-2-enyl}pyrrolidin-2-one). The reagents and catalysts are [Pd] (palladium on carbon). Solvent: C(C)O (ethanol). Reaction conditions: time 18 hour. Yields the product NC1=NC=2C=CC(=CC2C2=C1N=CN2CC(C)C)CCCN2C(CCC2)=O (1-{3-[4-amino-1-(2-methylpropyl)-1H-imidazo[4,5-c]quinolin-8-yl]propyl}pyrrolidin-2-one). As a reaction SMILES: CO.[NH2:3][C:4]1[C:13]2[N:14]=[CH:15][N:16]([CH2:17][CH:18]([CH3:20])[CH3:19])[C:12]=2[C:11]2[CH:10]=[C:9](/[CH:21]=[CH:22]/[CH2:23][N:24]3[CH2:28][CH2:27][CH2:26][C:25]3=[O:29])[CH:8]=[CH:7][C:6]=2[N:5]=1>[Pd].C(O)C>[NH2:3][C:4]1[C:13]2[N:14]=[CH:15][N:16]([CH2:17][CH:18]([CH3:20])[CH3:19])[C:12]=2[C:11]2[CH:10]=[C:9]([CH2:21][CH2:22][CH2:23][N:24]3[CH2:28][CH2:27][CH2:26][C:25]3=[O:29])[CH:8]=[CH:7][C:6]=2[N:5]=1. Procedure details: A glass Parr vessel was charged with 10% palladium on carbon catalyst (0.1 g), methanol (50 mL), ethanol (50 mL) and 1-{(2E)-3-[4-amino-1-(2-methylpropyl)-1H-imidazo[4,5-c]quinolin-8-yl]prop-2-enyl}pyrrolidin-2-one. The vessel was evacuated and charged with hydrogen gas (51 psi, 3.4×105 Pa). The reaction was shaken at ambient temperature overnight (approximately 18 hours). The reaction mixture was filtered to remove the catalyst and concentrated to dryness. The crude product was purified by chro... The reactants are BrC=1C=C(C=CC1O)CC(C(=O)OCC)OC1=CC=CC=C1 (ethyl 3-(3-bromo-4-hydroxyphenyl)-2-phenoxypropionate), OCCNC(OC(C)(C)C)=O (t-butyl 2-hydroxyethylcarbamate), C1(=CC=CC=C1)P(C1=CC=CC=C1)C1=CC=CC=C1 (triphenylphosphine), CCOC(=O)/N=N/C(=O)OCC (diethylazodicarboxylate). Solvent: C1(=CC=CC=C1)C (toluene). The product is BrC=1C=C(C=CC1OCCNC(=O)OC(C)(C)C)CC(C(=O)OCC)OC1=CC=CC=C1 (Ethyl 3-[3-bromo-4-(2-t-butoxycarbonylaminoethoxy)phenyl]-2-phenoxypropionate). Yield: 89.5%. Reaction SMILES: [Br:1][C:2]1[CH:3]=[C:4]([CH2:9][CH:10]([O:16][C:17]2[CH:22]=[CH:21][CH:20]=[CH:19][CH:18]=2)[C:11]([O:13][CH2:14][CH3:15])=[O:12])[CH:5]=[CH:6][C:7]=1[OH:8].O[CH2:24][CH2:25][NH:26][C:27](=[O:33])[O:28][C:29]([CH3:32])([CH3:31])[CH3:30].C1(P(C2C=CC=CC=2)C2C=CC=CC=2)C=CC=CC=1.CCOC(/N=N/C(OCC)=O)=O>C1(C)C=CC=CC=1>[Br:1][C:2]1[CH:3]=[C:4]([CH2:9][CH:10]([O:16][C:17]2[CH:18]=[CH:19][CH:20]=[CH:21][CH:22]=2)[C:11]([O:13][CH2:14][CH3:15])=[O:12])[CH:5]=[CH:6][C:7]=1[O:8][CH2:24][CH2:25][NH:26][C:27]([O:28][C:29]([CH3:32])([CH3:31])[CH3:30])=[O:33]. Procedure: In a similar manner to that described in Example 122, a reaction was carried out using ethyl 3-(3-bromo-4-hydroxyphenyl)-2-phenoxypropionate (374 mg), which is the product of Reference example 52(a), t-butyl 2-hydroxyethylcarbamate (403 mg), triphenylphosphine (672 mg) and a solution of diethylazodicarboxylate in toluene (40%, 1.16 ml) and the reaction mixture was treated to afford the desired compound (466 mg) as a colorless oil. The reactants are C(C)NC(=O)NC1=CC=C(C=C1)C=1N=C(C2=C(N1)CNCC2)N2[C@H](COCC2)CC ((S)-1-ethyl-3-(4-(4-(3-ethylmorpholino)-5,6,7,8-tetrahydropyrido[3,4-d]pyrimidin-2-yl)phenyl)urea), FC(CI)(F)F (1,1,1-trifluoro-2-iodoethane). The product is C(C)NC(=O)NC1=CC=C(C=C1)C=1N=C(C2=C(N1)CN(CC2)CC(F)(F)F)N2[C@H](COCC2)CC ((S)-1-ethyl-3-(4-(4-(3-ethylmorpholino)-7-(2,2,2-trifluoroethyl)-5,6,7,8-tetrahydropyrido[3,4-d]pyrimidin-2-yl)phenyl)urea). Reaction SMILES: [CH2:1]([NH:3][C:4]([NH:6][C:7]1[CH:12]=[CH:11][C:10]([C:13]2[N:14]=[C:15]([N:23]3[CH2:28][CH2:27][O:26][CH2:25][C@@H:24]3[CH2:29][CH3:30])[C:16]3[CH2:22][CH2:21][NH:20][CH2:19][C:17]=3[N:18]=2)=[CH:9][CH:8]=1)=[O:5])[CH3:2].[F:31][C:32]([F:36])([F:35])[CH2:33]I>>[CH2:1]([NH:3][C:4]([NH:6][C:7]1[CH:8]=[CH:9][C:10]([C:13]2[N:14]=[C:15]([N:23]3[CH2:28][CH2:27][O:26][CH2:25][C@@H:24]3[CH2:29][CH3:30])[C:16]3[CH2:22][CH2:21][N:20]([CH2:33][C:32]([F:36])([F:35])[F:31])[CH2:19][C:17]=3[N:18]=2)=[CH:11][CH:12]=1)=[O:5])[CH3:2]. Reported procedure: Compound ha was synthesized using the general procedure described in Example 5 but by reacting (S)-1-ethyl-3-(4-(4-(3-ethylmorpholino)-5,6,7,8-tetrahydropyrido[3,4-d]pyrimidin-2-yl)phenyl)urea with 1,1,1-trifluoro-2-iodoethane instead of benzyl chloroformate: LC-MS: m/z=+493 (M+H)−. The reactants are ClC=1C(=C(C=CC1)C1(CNCC1)O)F (3-(3-chloro-2-fluorophenyl)pyrrolidin-3-ol), C([O-])([O-])=O.[K+].[K+] (potassium carbonate), ICC (iodoethane), C([O-])([O-])=O.[Na+].[Na+] (sodium carbonate). The solvent is C(C)#N (acetonitrile). Run at temperature 120 celsius. Yields the product ClC=1C(=C(C=CC1)C1(CN(CC1)CC)O)F (3-(3-CHLORO-2-FLUOROPHENYL)-1-ETHYLPYRROLIDIN-3-OL). As a reaction SMILES: [Cl:1][C:2]1[C:3]([F:14])=[C:4]([C:8]2([OH:13])[CH2:12][CH2:11][NH:10][CH2:9]2)[CH:5]=[CH:6][CH:7]=1.C(=O)([O-])[O-].[K+].[K+].I[CH2:22][CH3:23].C(=O)([O-])[O-].[Na+].[Na+]>C(#N)C>[Cl:1][C:2]1[C:3]([F:14])=[C:4]([C:8]2([OH:13])[CH2:12][CH2:11][N:10]([CH2:22][CH3:23])[CH2:9]2)[CH:5]=[CH:6][CH:7]=1 |f:1.2.3,5.6.7|. Reported procedure: In a sealed tube a mixture of 3-(3-chloro-2-fluorophenyl)pyrrolidin-3-ol (0.5 g, 2.32 mmol), acetonitrile (3 mL), potassium carbonate (0.48 g, 3.48 mmol) and iodoethane (0.36 g, 2.32 mmol) was heated under microwave irradiation at 120° C. for 20 minutes. Aqueous sodium carbonate (10%, 50 mL) was added and the aqueous phase was extracted with ethyl acetate (2×50 mL). The combined organic phase was dried (Na2SO4) and evaporated. Purification by HPLC on Waters OBD C18, 5 μm (MeOH/33 mM NH3, 20:80 t... Starting materials: CC1=CN(C=N1)C2=C(N=C(C=C2)N)OC, CC1=CSC(=N1)C2CN(CC3=C(O2)N=C(C=C3)Cl)C. The reagents and catalysts are C(=O)([O-])[O-].[Cs+].[Cs+], C1CCC(CC1)P(C2CCCCC2)C3=CC=CC=C3C4=CC=CC=C4, CC(=O)O.CC(=O)O.[Pd]. The solvent is COCCOC. Conditions: temperature 110 celsius. Yields the product CC1=CN(C=N1)C2=C(N=C(C=C2)NC3=NC4=C(CN(CC(O4)C5=NC(=CS5)C)C)C=C3)OC. Yield: 10.6%. Procedure: To 8-chloro-4-methyl-2-(4-methylthiazol-2-yl)-2,3,4,5-tetrahydropyrido[3,2-f][1,4]oxazepine (120 mg, 0.41 mmol) in DME (3 mL) were 6-methoxy-5-(4-methyl-1H-imidazol-1-yl)pyridin-2-amine (83 mg, 0.41 mmol), cesium carbonate (198 mg, 0.61 mmol), 2-(Dicyclohexylphosphino)biphenyl (14.22 mg, 0.04 mmol) and Palladium acetate (9.11 mg, 0.04 mmol) added. The reaction was heated to 110°C for 180 min under N2 atmosphere. The solids were filtered off and washed with DCM, the solvents were evaporated and t...